Dataset: the Open Reaction Database (ORD), a public repository of structured organic reaction records. Task: describe an organic reaction: reactants, conditions, products, and yield Reactants: CCO, CCOC(=O)C(C(=O)OCC)C1CCCC1, Cl, [K+], [OH-], O. The product is CCOC(=O)C(C(=O)O)C1CCCC1. As a reaction SMILES: [CH3:21][CH2:22][OH:23].[CH:3]1([CH:8]([C:9](=[O:10])[O:11][CH2:12][CH3:13])[C:14](=[O:15])[O:16][CH2:17][CH3:18])[CH2:4][CH2:5][CH2:6][CH2:7]1.[ClH:19].[K+:2].[OH-:1].[OH2:20]>>[CH:3]1([CH:8]([C:9](=[O:10])[O:11][CH2:12][CH3:13])[C:14](=[O:15])[OH:16])[CH2:4][CH2:5][CH2:6][CH2:7]1.